This data is from the Open Reaction Database (ORD), a public repository of structured organic reaction records. The task is: describe an organic reaction: reactants, conditions, products, and yield Starting materials: BrC1=CC=C2N=CC(=NC2=C1)NN (7-bromo-2-hydrazinylquinoxaline), C(C)(C)(C)OC(=O)N1CCC(CC1)C(=O)O (1-(tert-butoxycarbonyl)piperidine-4-carboxylic acid), CCN=C=NCCCN(C)C (EDCI), C=1C=CC2=C(C1)N=NN2O (HOBt), TEA. Solvent: CN(C)C=O (DMF), O (water). Run at time 8 hour. Yields the product BrC1=CC=C2N=CC(=NC2=C1)NNC(=O)C1CCN(CC1)C(=O)OC(C)(C)C (tert-butyl 4-(2-(7-bromoquinoxalin-2-yl)hydrazinecarbonyl)piperidine-1-carboxylate). The yield is 61.9%. RXN SMILES: [Br:1][C:2]1[CH:11]=[C:10]2[C:5]([N:6]=[CH:7][C:8]([NH:12][NH2:13])=[N:9]2)=[CH:4][CH:3]=1.[C:14]([O:18][C:19]([N:21]1[CH2:26][CH2:25][CH:24]([C:27](O)=[O:28])[CH2:23][CH2:22]1)=[O:20])([CH3:17])([CH3:16])[CH3:15].CCN=C=NCCCN(C)C.C1C=CC2N(O)N=NC=2C=1>CN(C=O)C.O>[Br:1][C:2]1[CH:11]=[C:10]2[C:5]([N:6]=[CH:7][C:8]([NH:12][NH:13][C:27]([CH:24]3[CH2:25][CH2:26][N:21]([C:19]([O:18][C:14]([CH3:17])([CH3:16])[CH3:15])=[O:20])[CH2:22][CH2:23]3)=[O:28])=[N:9]2)=[CH:4][CH:3]=1. Reported procedure: A mixture of 7-bromo-2-hydrazinylquinoxaline (3 g, 12.55 mmol), 1-(tert-butoxycarbonyl)piperidine-4-carboxylic acid (3.16 g, 13.81 mmol), EDCI (2.89 g, 15.06 mmol), HOBt (2.03 g, 15.06 mmol), and TEA (1.9 g, 18.83 mmol) in DMF (100 mL) was stirred at r.t. overnight. The mixture was diluted with water (10 mL), and extracted with EtOAc (3×100 mL). The combined layers were dried over Na2SO4, and concentrated in vacuo to afford tert-butyl 4-(2-(7-bromoquinoxalin-2-yl)hydrazinecarbonyl)piperidine-1-c... Reactants: C(CCC)OCCOC1=CC=C(C=C1)C=1C=CC2=C(C=C(CCN2C(C(F)(F)F)=O)C(=O)NC2=CC=C(C=C2)C(C2=NC(=CC=C2)C)O)C1 (7-[4-(2-butoxyethoxy)phenyl]-N-[4-[hydroxy(6-methylpyridin-2-yl)methyl]phenyl]-1-trifluoroacetyl-2,3-dihydro-1H-1-benzazepine-4-carboxamide), ClC1=CC(=CC=C1)C(=O)OO (3-chloroperbenzoic acid), S(=S)(=O)([O-])[O-].[Na+].[Na+] (sodium thiosulfate). Run in ClCCl (dichloromethane). Run at time 20 hour. The product is C(CCC)OCCOC1=CC=C(C=C1)C=1C=CC2=C(C=C(CCN2C(C(F)(F)F)=O)C(=O)NC2=CC=C(C=C2)C(C2=[N+](C(=CC=C2)C)[O-])O)C1 (7-[4-(2-butoxyethoxy)phenyl]-N-[4-[hydroxy(6-methyl-1-oxidopyridin-2-yl)methyl]phenyl]-1-trifluoroacetyl-2,3-dihydro-1H-1-benzazepine-4-carboxamide). Yield: 75.3%. Reaction SMILES: [CH2:1]([O:5][CH2:6][CH2:7][O:8][C:9]1[CH:14]=[CH:13][C:12]([C:15]2[CH:16]=[CH:17][C:18]3[N:24]([C:25](=[O:30])[C:26]([F:29])([F:28])[F:27])[CH2:23][CH2:22][C:21]([C:31]([NH:33][C:34]4[CH:39]=[CH:38][C:37]([CH:40]([OH:48])[C:41]5[CH:46]=[CH:45][CH:44]=[C:43]([CH3:47])[N:42]=5)=[CH:36][CH:35]=4)=[O:32])=[CH:20][C:19]=3[CH:49]=2)=[CH:11][CH:10]=1)[CH2:2][CH2:3][CH3:4].ClC1C=CC=C(C(OO)=[O:58])C=1.S([O-])([O-])(=O)=S.[Na+].[Na+]>ClCCl>[CH2:1]([O:5][CH2:6][CH2:7][O:8][C:9]1[CH:10]=[CH:11][C:12]([C:15]2[CH:16]=[CH:17][C:18]3[N:24]([C:25](=[O:30])[C:26]([F:29])([F:28])[F:27])[CH2:23][CH2:22][C:21]([C:31]([NH:33][C:34]4[CH:39]=[CH:38][C:37]([CH:40]([OH:48])[C:41]5[CH:46]=[CH:45][CH:44]=[C:43]([CH3:47])[N+:42]=5[O-:58])=[CH:36][CH:35]=4)=[O:32])=[CH:20][C:19]=3[CH:49]=2)=[CH:13][CH:14]=1)[CH2:2][CH2:3][CH3:4] |f:2.3.4|. Procedure details: To a solution of 7-[4-(2-butoxyethoxy)phenyl]-N-[4-[hydroxy(6-methylpyridin-2-yl)methyl]phenyl]-1-trifluoroacetyl-2,3-dihydro-1H-1-benzazepine-4-carboxamide (340 mg) in dichloromethane (10 ml) was added 3-chloroperbenzoic acid (70%, 0.15 g) at 0° C. and the mixture was stirred at room temperature for 20 hours. To the reaction solution was added sodium thiosulfate solution and the mixture was stirred for several minutes. The mixture was extracted with ethyl acetate, and the organic layer was wash... Reactants: NC1=CC(=C(C=C1)C1=CC=C(C=C1)C(=O)OC)C (Methyl 4'-amino-2'-methylbiphenyl-4-carboxylate), ClCCN=C=O (2-chloroethylisocyanate). The solvent is ClCCl (dichloromethane), C1(=CC=CC=C1)C (toluene). Yields the product ClCCNC(=O)NC1=CC(=C(C=C1)C1=CC=C(C=C1)C(=O)OC)C (N-(2-Chloroethyl)-N'-(4'-methoxycarbonyl-2-methylbiphenyl-4-yl)urea). Yield: 69.6%. As a reaction SMILES: [NH2:1][C:2]1[CH:7]=[CH:6][C:5]([C:8]2[CH:13]=[CH:12][C:11]([C:14]([O:16][CH3:17])=[O:15])=[CH:10][CH:9]=2)=[C:4]([CH3:18])[CH:3]=1.[Cl:19][CH2:20][CH2:21][N:22]=[C:23]=[O:24]>ClCCl.C1(C)C=CC=CC=1>[Cl:19][CH2:20][CH2:21][NH:22][C:23]([NH:1][C:2]1[CH:7]=[CH:6][C:5]([C:8]2[CH:9]=[CH:10][C:11]([C:14]([O:16][CH3:17])=[O:15])=[CH:12][CH:13]=2)=[C:4]([CH3:18])[CH:3]=1)=[O:24]. Procedure: Methyl 4'-amino-2'-methylbiphenyl-4-carboxylate (D2) (1.00 g, 4.1 mmol) and 2-chloroethylisocyanate (0.39 ml, 4.5 mmol) were stirred in dichloromethane (20 ml) for 72 h. The suspension was then diluted with toluene (20 ml), and the solid was filtered off and dried. This gave the title compound (0.99 g, 69%) as a cream solid. Reactants: C(CCCCCCCCCCCCCCCCCCCCC)(=O)[O-].[Na+] (sodium behenate), [N+](=O)([O-])[O-].[Ag+] (silver nitrate), C(CCCCCCCCCCCCCCCCCCCCC)(=O)[O-].[Na+] (sodium behenate), [N+](=O)([O-])[O-].[Ag+] (silver nitrate). Solvent: O (water), O (water). Yields the product C(CCCCCCCCCCCCCCCCCCCCC)(=O)[O-].[Ag+] (silver behenate). Reaction SMILES: [C:1]([O-:24])(=[O:23])[CH2:2][CH2:3][CH2:4][CH2:5][CH2:6][CH2:7][CH2:8][CH2:9][CH2:10][CH2:11][CH2:12][CH2:13][CH2:14][CH2:15][CH2:16][CH2:17][CH2:18][CH2:19][CH2:20][CH2:21][CH3:22].[Na+].[N+]([O-])([O-])=O.[Ag+:30]>O>[C:1]([O-:24])(=[O:23])[CH2:2][CH2:3][CH2:4][CH2:5][CH2:6][CH2:7][CH2:8][CH2:9][CH2:10][CH2:11][CH2:12][CH2:13][CH2:14][CH2:15][CH2:16][CH2:17][CH2:18][CH2:19][CH2:20][CH2:21][CH3:22].[Ag+:30] |f:0.1,2.3,5.6|. Procedure details: A silver behenate dispersion was prepared as described for INVENTION EXAMPLE 1, except that the dispersing medium used was a solution of 62 g gelatin (type 7598 from AGFA GELATINFABRIK vorm. KOEPFF & SOEHNE) in 1 L of distilled water instead of 30 g gelatin in 750 mL of distilled water; the addition rate of the sodium behenate solution was 8.3 mL/min instead of 46.6 mL/min; and the silver nitrate solution concentration was 0.246M instead of 2.94M. 0.092 moles of sodium behenate and 0.123 moles o... Conditions: temperature 85 celsius, time 18 hour. Solvent: C(C)#N (acetonitrile), C(C)(=O)OCC (ethyl acetate). Reaction SMILES: [NH2:1][C:2]1[CH:9]=[CH:8][C:5]([C:6]#[N:7])=[CH:4][CH:3]=1.[Br:10][C:11]1[CH:12]=[C:13]([CH:16]=[CH:17][CH:18]=1)[CH:14]=O.[CH2:19]=[C:20]([CH3:22])[CH3:21].FC(F)(F)S([O-])(=O)=O.[Yb+3].FC(F)(F)S([O-])(=O)=O.FC(F)(F)S([O-])(=O)=O>C(#N)C.C(OCC)(=O)C>[Br:10][C:11]1[CH:12]=[C:13]([CH:14]2[CH2:19][C:20]([CH3:22])([CH3:21])[C:9]3[C:2](=[CH:3][CH:4]=[C:5]([C:6]#[N:7])[CH:8]=3)[NH:1]2)[CH:16]=[CH:17][CH:18]=1 |f:3.4.5.6|. Procedure details: To a stirred solution of 4-aminobenzonitrile (10.0 g, 84.7 mmol) and 3-bromobenzaldehyde (10 mL, 84.7 mmol) in acetonitrile (150 mL) were added isobutene (21.0 mL, 313.5 mmol) and ytterbium(III) trifluoromethanesulfonate (Yb(OTf)3) (5.8 g, 9.5 mmol). The resulting mixture was stirred at 85° C. for 18 h in sealed tube. The mixture was diluted with ethyl acetate (300 mL) and washed with water (100 mL×2) and brine (100 mL×2) and then dried over anhydrous sodium sulfate. The solvent was removed in v... Starting materials: NC1=CC=C(C#N)C=C1 (4-aminobenzonitrile), BrC=1C=C(C=O)C=CC1 (3-bromobenzaldehyde), C=C(C)C (isobutene), FC(S(=O)(=O)[O-])(F)F.[Yb+3].FC(S(=O)(=O)[O-])(F)F.FC(S(=O)(=O)[O-])(F)F (ytterbium(III) trifluoromethanesulfonate). Yield: 40.1%. Product: BrC=1C=C(C=CC1)C1NC2=CC=C(C=C2C(C1)(C)C)C#N (2-(3-bromo-phenyl)-4,4-dimethyl-1,2,3,4-tetrahydro-quinoline-6-carbonitrile). Starting materials: COC(=O)CN(CC(F)(F)F)c1ccc(C#N)c(C(F)(F)F)c1, C1CCOC1. Product: N#Cc1ccc(N(CCO)CC(F)(F)F)cc1C(F)(F)F. RXN SMILES: [C:1](#[N:2])[c:3]1[c:4]([C:20]([F:21])([F:22])[F:23])[cH:5][c:6]([N:9]([CH2:10][C:11](=[O:12])[O:13][CH3:14])[CH2:15][C:16]([F:17])([F:18])[F:19])[cH:7][cH:8]1.[CH2:24]1[O:25][CH2:26][CH2:27][CH2:28]1>>[C:1](#[N:2])[c:3]1[c:4]([C:20]([F:21])([F:22])[F:23])[cH:5][c:6]([N:9]([CH2:10][CH2:11][OH:12])[CH2:15][C:16]([F:17])([F:18])[F:19])[cH:7][cH:8]1. Reactants: C(OCC)([O-])=O (ethyl carbonate), [H-].[Na+] (sodium hydride), C([O-])(O)=O.[Na+] (sodium bicarbonate), CC(CCCC)=O (hexanone). The solvent is O (water), C(C)(=O)O (acetic acid), CCOCC (ether), CCOCC (ether), CCOCC (ether), C(C)O (ethanol). Run at temperature 0 celsius, time 10 minute. Yields the product O=C(CC(=O)OCC)CCCC (Ethyl 3-oxo-heptanoate). Isolated yield 193.9%. As a reaction SMILES: [C:1](=[O:6])([O-])[O:2][CH2:3][CH3:4].[H-].[Na+].[CH3:9][C:10](=[O:15])[CH2:11][CH2:12][CH2:13][CH3:14].C(=O)(O)[O-].[Na+]>CCOCC.O.C(O)(=O)C.C(O)C>[O:15]=[C:10]([CH2:11][CH2:12][CH2:13][CH3:14])[CH2:9][C:1]([O:2][CH2:3][CH3:4])=[O:6] |f:1.2,4.5|. Reported procedure: 70.8 g of ethyl carbonate in solution in 50 ml of ether were added to a suspension of 27.3 g of sodium hydride (50% in oil, washed 3 times with hexane) in 250 ml of ether and the mixture was stirred for 10 minutes and 30 g of hexanone were added. The mixture was refluxed for 2 hours and then a solution of 35 ml of ether containing 12 ml of ethanol was added. The solution was cooled to 0° C. and a solution of 36 ml of acetic acid in 300 ml of water was added. 12 ml of a saturated sodium bicarbona... Starting materials: C=O, O=CO, O=C1CN(S(=O)(=O)c2ccc3cc(Cl)ccc3c2)CCN1NC1CCN(c2ccncc2)CC1, [Na+], [OH-]. The product is CN(C1CCN(c2ccncc2)CC1)N1CCN(S(=O)(=O)c2ccc3cc(Cl)ccc3c2)CC1=O. RXN SMILES: [CH2:37]=[O:38].[CH:39]([OH:40])=[O:41].[Cl:1][c:2]1[cH:3][c:4]2[cH:5][cH:6][c:7]([S:12](=[O:13])(=[O:14])[N:15]3[CH2:16][C:17](=[O:34])[N:18]([NH:21][CH:22]4[CH2:23][CH2:24][N:25]([c:28]5[cH:29][cH:30][n:31][cH:32][cH:33]5)[CH2:26][CH2:27]4)[CH2:19][CH2:20]3)[cH:8][c:9]2[cH:10][cH:11]1.[Na+:36].[OH-:35]>>[Cl:1][c:2]1[cH:3][c:4]2[cH:5][cH:6][c:7]([S:12](=[O:13])(=[O:14])[N:15]3[CH2:16][C:17](=[O:34])[N:18]([N:21]([CH:22]4[CH2:23][CH2:24][N:25]([c:28]5[cH:29][cH:30][n:31][cH:32][cH:33]5)[CH2:26][CH2:27]4)[CH3:37])[CH2:19][CH2:20]3)[cH:8][c:9]2[cH:10][cH:11]1.